Dataset: the Open Reaction Database (ORD), a public repository of structured organic reaction records. Task: describe an organic reaction: reactants, conditions, products, and yield The reactants are IC1=CN=CN1C1C(OC(C2=CC=CC=C12)=O)(C)C (4-(5-iodo-imidazol-1-yl)-3,3-dimethyl-isochroman-1-one), O1C(=CC=C1)P(C=1OC=CC1)C=1OC=CC1 (trifuran-2-yl-phosphane), C(CCC)[Sn](C1CC1)(CCCC)CCCC (tributylcyclopropyltin). The reagents and catalysts are C=1C=CC(=CC1)/C=C/C(=O)/C=C/C2=CC=CC=C2.C=1C=CC(=CC1)/C=C/C(=O)/C=C/C2=CC=CC=C2.C=1C=CC(=CC1)/C=C/C(=O)/C=C/C2=CC=CC=C2.[Pd].[Pd] (tris(dibenzylideneacetone)dipalladium(0)). Solvent: CN1C(CCC1)=O (N-methylpyrrolidinone). Conditions: temperature 95 celsius. Yields the product C1(CC1)C1=CN=CN1C1C(OC(C2=CC=CC=C12)=O)(C)C (4-(5-cyclopropyl-imidazol-1-yl)-3,3-dimethyl-isochroman-1-one). Reaction SMILES: I[C:2]1[N:6]([CH:7]2[C:16]3[C:11](=[CH:12][CH:13]=[CH:14][CH:15]=3)[C:10](=[O:17])[O:9][C:8]2([CH3:19])[CH3:18])[CH:5]=[N:4][CH:3]=1.O1C=CC=C1P(C1O[CH:33]=[CH:34][CH:35]=1)C1OC=CC=1.C([Sn](CCCC)(CCCC)C1CC1)CCC>CN1CCCC1=O.C1C=CC(/C=C/C(/C=C/C2C=CC=CC=2)=O)=CC=1.C1C=CC(/C=C/C(/C=C/C2C=CC=CC=2)=O)=CC=1.C1C=CC(/C=C/C(/C=C/C2C=CC=CC=2)=O)=CC=1.[Pd].[Pd]>[CH:34]1([C:2]2[N:6]([CH:7]3[C:16]4[C:11](=[CH:12][CH:13]=[CH:14][CH:15]=4)[C:10](=[O:17])[O:9][C:8]3([CH3:19])[CH3:18])[CH:5]=[N:4][CH:3]=2)[CH2:35][CH2:33]1 |f:4.5.6.7.8|. Reported procedure: To a flask charged with 4-(5-iodo-imidazol-1-yl)-3,3-dimethyl-isochroman-1-one (350 mg, 0.95 mmol) (Example 2b), tris(dibenzylideneacetone)dipalladium(0) (98 mg, 0.095 mmol) and trifuran-2-yl-phosphane (33 mg, 0.142 mmol) and flushed with N2 is added tributylcyclopropyltin (1.89 g, 5.7 mmol) in degassed N-methylpyrrolidinone (3 mL). The mixture is degassed for 15 min and heated to 95° C. for 25 h. The reaction mixture is quenched with water and extracted with ethyl acetate three times. The organ... Reactants: C1(CCCC1)C1=NN=C(C(N1)=O)C(CC)NC(=O)C1C(CCCC1)C (N-[1-(3-cyclopentyl-5-oxo-4,5-dihydro-1,2,4-triazin-6-yl)propyl]-2-methylcyclohexanecarboxamide), P(=O)(Cl)(Cl)Cl (phosphoric trichloride). Product: C1(CCCC1)C1=NN2C(C(N1)=O)=C(N=C2C2C(CCCC2)C)CC (2-Cyclopentyl-5-ethyl-7-(2-methylcyclohexyl)imidazo[5,1-f][1,2,4]triazin-4(3H)-one). RXN SMILES: [CH:1]1([C:6]2[NH:11][C:10](=[O:12])[C:9]([CH:13]([NH:16][C:17]([CH:19]3[CH2:24][CH2:23][CH2:22][CH2:21][CH:20]3[CH3:25])=O)[CH2:14][CH3:15])=[N:8][N:7]=2)[CH2:5][CH2:4][CH2:3][CH2:2]1.P(Cl)(Cl)(Cl)=O>>[CH:1]1([C:6]2[NH:11][C:10](=[O:12])[C:9]3=[C:13]([CH2:14][CH3:15])[N:16]=[C:17]([CH:19]4[CH2:24][CH2:23][CH2:22][CH2:21][CH:20]4[CH3:25])[N:8]3[N:7]=2)[CH2:5][CH2:4][CH2:3][CH2:2]1. Reported procedure: In analogy to the procedure for Example 1, 200 mg (0.58 mmol) crude N-[1-(3-cyclopentyl-5-oxo-4,5-dihydro-1,2,4-triazin-6-yl)propyl]-2-methylcyclohexanecarboxamide, 165 mg (1.1 mmol) phosphoric trichloride are stirred at reflux for 4 hours, proportionate amounts of the solvents are used. The isomers are purified by chromatography (preparative HPLC). Reactants: [Si](C)(C)(C(C)(C)C)OC1=C(C=C(C(=O)OC)C=C1C)CC=C (methyl 4-(tert-butyldimethylsilyloxy)-3-allyl-5-methylbenzoate), N1=C(C=CC=C1C)C (2,6-lutidine), [BH4-].[Na+] (sodium borohydride), ice, I(=O)(=O)(=O)[O-].[Na+] (sodium periodate), alcohol. The reagents and catalysts are [Os](=O)(=O)(=O)=O (osmium tetroxide). The solvent is O1CCOCC1.O (dioxane water), CC(=O)C (acetone), C(C)(=O)OCC (ethyl acetate), O (water). Run at time 2 hour. Product: [Si](C)(C)(C(C)(C)C)OC1=C(C=C(C(=O)OC)C=C1C)CCO (methyl 4-(tert-butyldimethylsilyloxy)-3-(2-hydroxyethyl)-5-methylbenzoate). Reaction SMILES: [Si:1]([O:8][C:9]1[C:18]([CH3:19])=[CH:17][C:12]([C:13]([O:15][CH3:16])=[O:14])=[CH:11][C:10]=1[CH2:20][CH:21]=C)([C:4]([CH3:7])([CH3:6])[CH3:5])([CH3:3])[CH3:2].N1C(C)=CC=CC=1C.I([O-])(=O)(=O)=[O:32].[Na+].[BH4-].[Na+]>O1CCOCC1.O.CC(C)=O.C(OCC)(=O)C.O.[Os](=O)(=O)(=O)=O>[Si:1]([O:8][C:9]1[C:18]([CH3:19])=[CH:17][C:12]([C:13]([O:15][CH3:16])=[O:14])=[CH:11][C:10]=1[CH2:20][CH2:21][OH:32])([C:4]([CH3:5])([CH3:7])[CH3:6])([CH3:3])[CH3:2] |f:2.3,4.5,6.7|. Procedure: A solution of methyl 4-(tert-butyldimethylsilyloxy)-3-allyl-5-methylbenzoate (0.239 g, 0.742 mmol) in dioxane/water (3:1, 16 mL) was treated with 2,6-lutidine (173 uL, 1.484 mmol), osmium tetroxide (3.8 mg, 0.0148 mmol) which was added as solution in acetone (1 mL) followed by sodium periodate (635 mg, 2.97 mmol). The reaction was stirred at room temperature under a nitrogen atmosphere. After 2 hours, TLC analysis showed mostly product. the reaction was then diluted with ethyl acetate (20 mL) an... Reactants: CCOC(C)=O, CCCC(=O)Nc1nn(COCC[Si](C)(C)C)c2cc(B3OC(C)(C)C(C)(C)O3)ccc12, Ic1ccncc1, [Na+], [Na+], O=C([O-])[O-], C1COCCO1, O, c1ccc(P(c2ccccc2)(c2ccccc2)[Pd](P(c2ccccc2)(c2ccccc2)c2ccccc2)(P(c2ccccc2)(c2ccccc2)c2ccccc2)P(c2ccccc2)(c2ccccc2)c2ccccc2)cc1. Product: CCCC(=O)Nc1nn(COCC[Si](C)(C)C)c2cc(-c3ccncc3)ccc12. RXN SMILES: [CH3:130][CH2:131][O:132][C:133](=[O:134])[CH3:135].[CH3:14][C:15]1([CH3:16])[C:17]([CH3:18])([CH3:19])[O:20][B:21]([c:22]2[cH:23][cH:24][c:25]3[c:26]([NH:39][C:40]([CH2:41][CH2:42][CH3:43])=[O:44])[n:27][n:28]([CH2:31][O:32][CH2:33][CH2:34][Si:35]([CH3:36])([CH3:37])[CH3:38])[c:29]3[cH:30]2)[O:45]1.[I:1][c:2]1[cH:3][cH:4][n:5][cH:6][cH:7]1.[Na+:8].[Na+:9].[O-:10][C:11](=[O:12])[O-:13].[O:46]1[CH2:47][CH2:48][O:49][CH2:50][CH2:51]1.[OH2:129].[cH:52]1[cH:53][cH:54][c:55]([P:56]([Pd:57]([P:58]([c:59]2[cH:60][cH:61][cH:62][cH:63][cH:64]2)([c:65]2[cH:66][cH:67][cH:68][cH:69][cH:70]2)[c:71]2[cH:72][cH:73][cH:74][cH:75][cH:76]2)([P:77]([c:78]2[cH:79][cH:80][cH:81][cH:82][cH:83]2)([c:84]2[cH:85][cH:86][cH:87][cH:88][cH:89]2)[c:90]2[cH:91][cH:92][cH:93][cH:94][cH:95]2)[P:96]([c:97]2[cH:98][cH:99][cH:100][cH:101][cH:102]2)([c:103]2[cH:104][cH:105][cH:106][cH:107][cH:108]2)[c:109]2[cH:110][cH:111][cH:112][cH:113][cH:114]2)([c:115]2[cH:116][cH:117][cH:118][cH:119][cH:120]2)[c:121]2[cH:122][cH:123][cH:124][cH:125][cH:126]2)[cH:127][cH:128]1>>[c:2]1(-[c:22]2[cH:23][cH:24][c:25]3[c:26]([NH:39][C:40]([CH2:41][CH2:42][CH3:43])=[O:44])[n:27][n:28]([CH2:31][O:32][CH2:33][CH2:34][Si:35]([CH3:36])([CH3:37])[CH3:38])[c:29]3[cH:30]2)[cH:3][cH:4][n:5][cH:6][cH:7]1. Reactants: B(Br)(Br)Br (boron tribromide), N1(CCC1)C(=O)C=1C=C(C(=NC1)OC1=CC(=CC(=C1)C=1NC(=CC1)C=1O[C@H](CN1)C)O[C@H](COC)C)Cl (5-(azetidin-1-ylcarbonyl)-3-chloro-2-(3-[(1S)-2-methoxy-1-methylethoxy]-5-{5-[(5S)-5-methyl-4,5-dihydro-1,3-oxazol-2-yl]-1H-pyrrol-2-yl}phenoxy)pyridine), [Cl-].[NH4+] (ammonium chloride). Solvent: ClCCl (dichloromethane). Reaction conditions: time 1 hour. Yields the product N1(CCC1)C(=O)C=1C=C(C(=NC1)OC=1C=C(O[C@H](CO)C)C=C(C1)C=1NC(=CC1)C=1O[C@H](CN1)C)Cl ((2S)-2-(3-{[5-(Azetidin-1-ylcarbonyl)-3-chloropyridin-2-yl]oxy}-5-{5-[(5S)-5-methyl-4,5-dihydro-1,3-oxazol-2-yl]-1H-pyrrol-2-yl}phenoxy)propan-1-ol). Yield: 52.9%. As a reaction SMILES: [N:1]1([C:5]([C:7]2[CH:8]=[C:9]([Cl:37])[C:10]([O:13][C:14]3[CH:19]=[C:18]([C:20]4[NH:21][C:22]([C:25]5[O:26][C@@H:27]([CH3:30])[CH2:28][N:29]=5)=[CH:23][CH:24]=4)[CH:17]=[C:16]([O:31][C@@H:32]([CH3:36])[CH2:33][O:34]C)[CH:15]=3)=[N:11][CH:12]=2)=[O:6])[CH2:4][CH2:3][CH2:2]1.B(Br)(Br)Br.[Cl-].[NH4+]>ClCCl>[N:1]1([C:5]([C:7]2[CH:8]=[C:9]([Cl:37])[C:10]([O:13][C:14]3[CH:15]=[C:16]([CH:17]=[C:18]([C:20]4[NH:21][C:22]([C:25]5[O:26][C@@H:27]([CH3:30])[CH2:28][N:29]=5)=[CH:23][CH:24]=4)[CH:19]=3)[O:31][C@@H:32]([CH3:36])[CH2:33][OH:34])=[N:11][CH:12]=2)=[O:6])[CH2:2][CH2:3][CH2:4]1 |f:2.3|. Procedure details: 5-(azetidin-1-ylcarbonyl)-3-chloro-2-(3-[(1S)-2-methoxy-1-methylethoxy]-5-{5-[(5S)-5-methyl-4,5-dihydro-1,3-oxazol-2-yl]-1H-pyrrol-2-yl}phenoxy)pyridine (320 mg, 0.610 mmol) synthesized in Example 74 was dissolved in dichloromethane (10 mL), and boron tribromide (1.0 mol/L dichloromethane solution, 0.92 mL, 0.92 mmol) was added dropwise at −78° C., followed by stirring at room temperature for 1 hour under nitrogen atmosphere. To this reaction solution, a saturated aqueous ammonium chloride solut... The reactants are ClC1=NC2=CC=CC=C2C(C1(C)C)(O)C1=CC=CC=C1 (2-chloro-3,4-dihydro-3,3-dimethyl-4-phenylquinolin-4-ol), C(C1=CC=CC=C1)(=O)NC1CCNCC1 (4-benzamidopiperidine). The solvent is O1CCOCC1 (dioxan), C(C)N(CC)CC (triethylamine). Reaction conditions: temperature 80 celsius. Product: OC1(C(C(=NC2=CC=CC=C12)N1CCC(CC1)C1=C(C(=O)N)C=CC=C1)(C)C)C1=CC=CC=C1 ([1-(3,4-Dihydro-4-hydroxy-3,3-dimethyl-4-phenyl-2-quinolinyl)-4-piperidinyl]benzamide), base. As a reaction SMILES: Cl[C:2]1[C:11]([CH3:13])([CH3:12])[C:10]([C:15]2[CH:20]=[CH:19][CH:18]=[CH:17][CH:16]=2)([OH:14])[C:9]2[C:4](=[CH:5][CH:6]=[CH:7][CH:8]=2)[N:3]=1.[C:21]([NH:29]C1CCNCC1)(=[O:28])[C:22]1[CH:27]=[CH:26][CH:25]=[CH:24][CH:23]=1>O1CCOCC1.C(N(CC)CC)C>[OH:14][C:10]1([C:15]2[CH:20]=[CH:19][CH:18]=[CH:17][CH:16]=2)[C:9]2[C:4](=[CH:5][CH:6]=[CH:7][CH:8]=2)[N:3]=[C:2]([N:3]2[CH2:4][CH2:9][CH:10]([C:27]3[CH:26]=[CH:25][CH:24]=[CH:23][C:22]=3[C:21]([NH2:29])=[O:28])[CH2:11][CH2:2]2)[C:11]1([CH3:13])[CH3:12]. Procedure details: To a solution of 2-chloro-3,4-dihydro-3,3-dimethyl-4-phenylquinolin-4-ol (1.0g., 0.0035 mole) in dry dioxan (15 ml.) and triethylamine (1 ml.) was added 4-benzamidopiperidine (0.67 g., 0.0035 mole). After heating at 80° C for 41/2 hours, the reaction mixture was cooled, a small amount of solid was filtered off and the filtrate evaporated down to a residue. Trituration with hexane yielded the title compound as the crude free base (m.p. 78° - 81° C). The hydrobromide (1.05g., m.p. 166° - 168° C) w... Reactants: C([O-])(O)=O.[Na+] (sodium bicarbonate), C(C)OC(=O)C1(C(=O)NC(C1)=O)N1C(=CC=C1)C(C(Cl)(Cl)Cl)=O (2-ethoxycarbonyl-2-(2-trichloroacetylpyrrol-1-yl)succinimide), BrBr (bromine). The solvent is C(Cl)(Cl)Cl (chloroform), C(Cl)(Cl)Cl (chloroform). Reaction conditions: time 30 minute. Product: BrC=1C=C(N(C1)C1(C(=O)NC(C1)=O)C(=O)OCC)C(C(Cl)(Cl)Cl)=O (2-(4-bromo-2-trichloroacetylpyrrol-1-yl)-2-ethoxycarbonylsuccinimide). Yield: 33.1%. Reaction SMILES: [CH2:1]([O:3][C:4]([C:6]1([N:13]2[CH:17]=[CH:16][CH:15]=[C:14]2[C:18](=[O:23])[C:19]([Cl:22])([Cl:21])[Cl:20])[CH2:11][C:10](=[O:12])[NH:9][C:7]1=[O:8])=[O:5])[CH3:2].[Br:24]Br.C(=O)(O)[O-].[Na+]>C(Cl)(Cl)Cl>[Br:24][C:16]1[CH:15]=[C:14]([C:18](=[O:23])[C:19]([Cl:22])([Cl:20])[Cl:21])[N:13]([C:6]2([C:4]([O:3][CH2:1][CH3:2])=[O:5])[CH2:11][C:10](=[O:12])[NH:9][C:7]2=[O:8])[CH:17]=1 |f:2.3|. Procedure: To a stirred solution of 2-ethoxycarbonyl-2-(2-trichloroacetylpyrrol-1-yl)succinimide (6.0 g) in chloroform (30 ml) was added dropwise a solution of bromine (6.9 g) in chloroform (18 ml) under ice cooling. The resulting mixture was stirred under ice cooling for 30 minutes, poured into aqueous sodium bicarbonate solution, and extracted with chloroform. The extracts were dried over sodium sulfate and concentrated under reduced pressure. The residue was chromatographed on silica gel using chlorofor... Starting materials: CN1C(=NC=C1[N+](=O)[O-])C=O (1-methyl-5-nitro-2-imidazolecarboxaldehyde), Cl (hydrochloric acid), CNC(NN)=O (4-methylsemicarbazide). Reagents/catalysts: O (water). Run in C(C)O (ethanol), C(C)O (ethanol). Reaction conditions: time 1 hour. Product: CNC(NN=CC=1N(C(=CN1)[N+](=O)[O-])C)=O (1-methyl-5-nitro-2-imidazolecarboxaldehyde-4-methylsemicarbazone). Isolated yield 98.1%. As a reaction SMILES: [CH3:1][N:2]1[C:6]([N+:7]([O-:9])=[O:8])=[CH:5][N:4]=[C:3]1[CH:10]=O.[CH3:12][NH:13][C:14](=[O:17])[NH:15][NH2:16].Cl>O.C(O)C>[CH3:12][NH:13][C:14](=[O:17])[NH:15][N:16]=[CH:10][C:3]1[N:2]([CH3:1])[C:6]([N+:7]([O-:9])=[O:8])=[CH:5][N:4]=1. Procedure details: To a solution of 8.5 grams (0.055 mole) of 1-methyl-5-nitro-2-imidazolecarboxaldehyde in 50 ml. of ethanol is added a solution of 5.0 grams (0.056 mole) of 4-methylsemicarbazide in 25 ml. of ethanol and 10 ml. of water containing 2-4 drops of concentrated hydrochloric acid. The resulting solution is heated at 60°-70° C. until a yellow solid starts to separate and then stored at 0° C. for 1 hour; 12.2 grams (98%) of 1-methyl-5-nitro-2-imidazolecarboxaldehyde-4-methylsemicarbazone is obtained melt...